The task is: describe an organic reaction: reactants, conditions, products, and yield. This data is from the Open Reaction Database (ORD), a public repository of structured organic reaction records. Starting materials: BrCc1ccccc1, O=C([O-])[O-], CC(C)(C)O, C=CCc1cccc(C(C)(C)C)c1O, CCCC[N+](CCCC)(CCCC)CCCC, [I-], [K+], [K+]. Product: C=CCc1cccc(C(C)(C)C)c1OCc1ccccc1. As a reaction SMILES: [Br:21][CH2:22][c:23]1[cH:24][cH:25][cH:26][cH:27][cH:28]1.[C:15](=[O:16])([O-:17])[O-:18].[C:47]([OH:48])([CH3:49])([CH3:50])[CH3:51].[CH2:1]([CH:2]=[CH2:3])[c:4]1[c:5]([OH:14])[c:6]([C:10]([CH3:11])([CH3:12])[CH3:13])[cH:7][cH:8][cH:9]1.[CH2:30]([N+:31]([CH2:32][CH2:33][CH2:34][CH3:35])([CH2:36][CH2:37][CH2:38][CH3:39])[CH2:40][CH2:41][CH2:42][CH3:43])[CH2:44][CH2:45][CH3:46].[I-:29].[K+:19].[K+:20]>>[CH2:1]([CH:2]=[CH2:3])[c:4]1[c:5]([O:14][CH2:22][c:23]2[cH:24][cH:25][cH:26][cH:27][cH:28]2)[c:6]([C:10]([CH3:11])([CH3:12])[CH3:13])[cH:7][cH:8][cH:9]1. The reactants are ClCC(=O)Cl (chloroacetyl chloride), NC=1C(=C(C=C(C1)OCC1=CC=CC=C1)C(C)=O)O (1-(3-amino-5-benzyloxy-2-hydroxy-phenyl)-ethanone), C([O-])([O-])=O.[K+].[K+] (potassium carbonate), ice. Reaction conditions: time 8 hour. Product: C(C)(=O)C1=CC(=CC=2NC(COC21)=O)OCC2=CC=CC=C2 (8-acetyl-6-benzyloxy-4H-benzo[1,4]oxazin-3-one). Reaction SMILES: Cl[CH2:2][C:3](Cl)=[O:4].[NH2:6][C:7]1[C:8]([OH:24])=[C:9]([C:21](=[O:23])[CH3:22])[CH:10]=[C:11]([O:13][CH2:14][C:15]2[CH:20]=[CH:19][CH:18]=[CH:17][CH:16]=2)[CH:12]=1.C(=O)([O-])[O-].[K+].[K+]>>[C:21]([C:9]1[C:8]2[O:24][CH2:2][C:3](=[O:4])[NH:6][C:7]=2[CH:12]=[C:11]([O:13][CH2:14][C:15]2[CH:20]=[CH:19][CH:18]=[CH:17][CH:16]=2)[CH:10]=1)(=[O:23])[CH3:22] |f:2.3.4|. Procedure details: 21.0 mL (258 mmol) chloroacetyl chloride are added dropwise to 60.0 g (233 mmol) 1-(3-amino-5-benzyloxy-2-hydroxy-phenyl)-ethanone and 70.0 g (506 mmol) potassium carbonate while being cooled with the ice bath. Then the mixture is stirred overnight at ambient temperature and then for 6 hours at reflux temperature. The hot reaction mixture is filtered, then evaporated down to approx. 400 mL and combined with ice water. The precipitate obtained is suction filtered, dried and purified by chromatogr... The reactants are COC1=CC=C(C=C1)C1=CC(N(N=C1)C)=O (5-(4-methoxy-phenyl)-2-methyl-2H-pyridazin-3-one), B(Br)(Br)Br (BBr3). The product is OC1=CC=C(C=C1)C1=CC(N(N=C1)C)=O (5-(4-Hydroxyphenyl)-2-methyl-2H-pyridazin-3-one). As a reaction SMILES: C[O:2][C:3]1[CH:8]=[CH:7][C:6]([C:9]2[CH:14]=[N:13][N:12]([CH3:15])[C:11](=[O:16])[CH:10]=2)=[CH:5][CH:4]=1.B(Br)(Br)Br>>[OH:2][C:3]1[CH:8]=[CH:7][C:6]([C:9]2[CH:14]=[N:13][N:12]([CH3:15])[C:11](=[O:16])[CH:10]=2)=[CH:5][CH:4]=1. Procedure details: 5-(4-Hydroxyphenyl)-2-methyl-2H-pyridazin-3-one was prepared from 5-(4-methoxy-phenyl)-2-methyl-2H-pyridazin-3-one with BBr3 using the procedure described in Example 86 Step 2; Mp 296-8° C.; MS m/z 203 (M+H).